Dataset: the Open Reaction Database (ORD), a public repository of structured organic reaction records. Task: describe an organic reaction: reactants, conditions, products, and yield Reactants: COC=1C(C(=C(C(C1OC)=O)CC=1C=CC(=C(C(=O)NC2=CC(=C(C=C2)OC)OC)C1)OC(C)=O)C)=O (N-[5-(5,6-Dimethoxy-3-methyl-1,4-benzoquinon-2-yl)methyl-2-acetoxybenzoyl]-3,4-dimethoxyaniline), C(O)([O-])=O.[Na+] (sodium hydrogencarbonate). Run in CO (methanol), O (water). The product is COC=1C(C(=C(C(C1OC)=O)CC=1C=CC(=C(C(=O)NC2=CC(=C(C=C2)OC)OC)C1)O)C)=O (N-[5-(5,6-Dimethoxy-3-methyl-1,4-benzoquinon-2-yl)methyl-2-hydroxybenzoyl]-3,4-dimethoxyaniline). Isolated yield 34.9%. As a reaction SMILES: [CH3:1][O:2][C:3]1[C:4](=[O:37])[C:5]([CH3:36])=[C:6]([CH2:12][C:13]2[CH:14]=[CH:15][C:16]([O:32]C(=O)C)=[C:17]([CH:31]=2)[C:18]([NH:20][C:21]2[CH:26]=[CH:25][C:24]([O:27][CH3:28])=[C:23]([O:29][CH3:30])[CH:22]=2)=[O:19])[C:7](=[O:11])[C:8]=1[O:9][CH3:10].C(=O)([O-])O.[Na+]>CO.O>[CH3:1][O:2][C:3]1[C:4](=[O:37])[C:5]([CH3:36])=[C:6]([CH2:12][C:13]2[CH:14]=[CH:15][C:16]([OH:32])=[C:17]([CH:31]=2)[C:18]([NH:20][C:21]2[CH:26]=[CH:25][C:24]([O:27][CH3:28])=[C:23]([O:29][CH3:30])[CH:22]=2)=[O:19])[C:7](=[O:11])[C:8]=1[O:9][CH3:10] |f:1.2|. Reported procedure: N-[5-(5,6-Dimethoxy-3-methyl-1,4-benzoquinon-2-yl)methyl-2-acetoxybenzoyl]-3,4-dimethoxyaniline (0.100 g, 0.196 mmol) was dissolved in methanol (6 ml) and after adding thereto an aqueous saturated sodium hydrogencarbonate solution (3 ml), the solution was stirred at room temperature for 3 hours. After the completion of reaction, the reaction solution was diluted with water and then extracted with ethyl acetate. The extract was washed with water and then dried, and the solvent was removed by dist... Starting materials: COC(=O)C=1N=COC1C1=CC(=CC=C1)CCO[Si](C)(C)C(C)(C)C (5-{3-[2-(tert-butyl-dimethyl-silanyloxy)-ethyl]-phenyl}-oxazole-4-carboxylic acid methyl ester), [Li+].[OH-] (LiOH), N#N (N2). Run in C1CCOC1 (THF), O (H2O). Run at time 2.5 hour. Yields the product C(C)(C)(C)[Si](OCCC=1C=C(C=CC1)C1=C(N=CO1)C(=O)O)(C)C (5-{3-[2-(tert-Butyl-dimethyl-silanyloxy)-ethyl]-phenyl}-oxazole-4-carboxylic acid). Reaction SMILES: N#N.C[O:4][C:5]([C:7]1[N:8]=[CH:9][O:10][C:11]=1[C:12]1[CH:17]=[CH:16][CH:15]=[C:14]([CH2:18][CH2:19][O:20][Si:21]([C:24]([CH3:27])([CH3:26])[CH3:25])([CH3:23])[CH3:22])[CH:13]=1)=[O:6].[Li+].[OH-]>C1COCC1.O>[C:24]([Si:21]([CH3:23])([CH3:22])[O:20][CH2:19][CH2:18][C:14]1[CH:13]=[C:12]([C:11]2[O:10][CH:9]=[N:8][C:7]=2[C:5]([OH:6])=[O:4])[CH:17]=[CH:16][CH:15]=1)([CH3:26])([CH3:25])[CH3:27] |f:2.3|. Procedure: In a flame dried round-bottomed flask equipped with a magnetic stir bar and under inert atmosphere (N2), a solution of 5-{3-[2-(tert-butyl-dimethyl-silanyloxy)-ethyl]-phenyl}-oxazole-4-carboxylic acid methyl ester (110 mg, 0.30 mmol) in THF (0.5 mL) and H2O (0.5 mL) was treated with LiOH (18 mg, 0.43 mmol). The reaction mixture was stirred at rt for 2.5 h, extracted with EA (2×5 mL), the organic layer was washed with 1N HCl (2 mL) dried over MgSO4, filtered, and the solvent removed under reduced... Reactants: C=CC(=O)OCC, CC#N, [Cl-], C1CCC2=NCCCN2CC1, [Na+], O=C1CCN(C(c2ccccc2)(c2ccccc2)c2ccccc2)CC1=Cc1cn[nH]c1. Product: CCOC(=O)CCn1cc(C=C2CN(C(c3ccccc3)(c3ccccc3)c3ccccc3)CCC2=O)cn1. As a reaction SMILES: [C:33]([CH:34]=[CH2:35])(=[O:36])[O:37][CH2:38][CH3:39].[CH3:53][C:54]#[N:55].[Cl-:52].[N:40]12[CH2:41][CH2:42][CH2:43][N:44]=[C:45]1[CH2:46][CH2:47][CH2:48][CH2:49][CH2:50]2.[Na+:51].[nH:1]1[n:2][cH:3][c:4]([CH:6]=[C:7]2[CH2:8][N:9]([C:14]([c:15]3[cH:16][cH:17][cH:18][cH:19][cH:20]3)([c:21]3[cH:22][cH:23][cH:24][cH:25][cH:26]3)[c:27]3[cH:28][cH:29][cH:30][cH:31][cH:32]3)[CH2:10][CH2:11][C:12]2=[O:13])[cH:5]1>>[n:1]1([CH2:35][CH2:34][C:33](=[O:36])[O:37][CH2:38][CH3:39])[n:2][cH:3][c:4]([CH:6]=[C:7]2[CH2:8][N:9]([C:14]([c:15]3[cH:16][cH:17][cH:18][cH:19][cH:20]3)([c:21]3[cH:22][cH:23][cH:24][cH:25][cH:26]3)[c:27]3[cH:28][cH:29][cH:30][cH:31][cH:32]3)[CH2:10][CH2:11][C:12]2=[O:13])[cH:5]1.